Task: describe an organic reaction: reactants, conditions, products, and yield. Dataset: the Open Reaction Database (ORD), a public repository of structured organic reaction records Starting materials: C(C)(C)(C)OC(=O)N1[C@@H](CCC1)C=1NC(=CN1)C1=CC=C(C=C1)C=1C=C2C(=NNC2=CC1)NC(=O)[C@H]1N(CCC1)C(=O)OC(C)(C)C ((S)-tert-Butyl 2-(5-(4-(2-((S)-1-(tert-butoxycarbonyl)-pyrrolidin-2-yl)-1H-imidazol-5-yl)phenyl)-1H-indazol-3-ylcarbamoyl)pyrrolidine-1-carboxylate), C(=O)(C(F)(F)F)O (TFA). Yields the product N1[C@@H](CCC1)C=1NC(=CN1)C1=CC=C(C=C1)C=1C=C2C(=NNC2=CC1)NC(=O)[C@H]1NCCC1 ((S)—N-(5-(4-(2-((S)-Pyrrolidin-2-yl)-1H-imidazol-5-yl)phenyl)-1H-indazol-3-yl)pyrrolidine-2-carboxamide). Yield: 73.0%. RXN SMILES: C(OC([N:8]1[CH2:12][CH2:11][CH2:10][C@H:9]1[C:13]1[NH:14][C:15]([C:18]2[CH:23]=[CH:22][C:21]([C:24]3[CH:25]=[C:26]4[C:30](=[CH:31][CH:32]=3)[NH:29][N:28]=[C:27]4[NH:33][C:34]([C@@H:36]3[CH2:40][CH2:39][CH2:38][N:37]3C(OC(C)(C)C)=O)=[O:35])=[CH:20][CH:19]=2)=[CH:16][N:17]=1)=O)(C)(C)C.C(O)(C(F)(F)F)=O>>[NH:8]1[CH2:12][CH2:11][CH2:10][C@H:9]1[C:13]1[NH:14][C:15]([C:18]2[CH:23]=[CH:22][C:21]([C:24]3[CH:25]=[C:26]4[C:30](=[CH:31][CH:32]=3)[NH:29][N:28]=[C:27]4[NH:33][C:34]([C@@H:36]3[CH2:40][CH2:39][CH2:38][NH:37]3)=[O:35])=[CH:20][CH:19]=2)=[CH:16][N:17]=1. Procedure details: (S)-tert-Butyl 2-(5-(4-(2-((S)-1-(tert-butoxycarbonyl)-pyrrolidin-2-yl)-1H-imidazol-5-yl)phenyl)-1H-indazol-3-ylcarbamoyl)pyrrolidine-1-carboxylate was deprotected with TFA by the method given in Step 2 of Example 11. Obtained a light yellow solid (183 mg, ca. 73%). 1H NMR (500 MHz, CD3OD) δ 8.16 (s, 1H), 7.88 (app d, J=8.2 Hz, 2H), 7.84 (s, 1H), 7.76-7.79 (m, 3H), 7.59 (d, J=8.9 Hz, 1H), 5.10 (unresolved dd, J=7.9, 8.9 Hz, 1H), 4.63 (unresolved dd, J=7.3, 8.2 Hz, 1H), 3.51-3.62 (m, 3H), 3.43-3....